Task: describe an organic reaction: reactants, conditions, products, and yield. Dataset: the Open Reaction Database (ORD), a public repository of structured organic reaction records Reactants: CNC(=O)c1ccc(C(=O)OC)cc1, [Na+], [OH-], O. The product is CNC(=O)c1ccc(C(=O)O)cc1. RXN SMILES: [CH3:1][NH:2][C:3](=[O:4])[c:5]1[cH:6][cH:7][c:8]([C:9](=[O:10])[O:11][CH3:12])[cH:13][cH:14]1.[Na+:16].[OH-:15].[OH2:17]>>[CH3:1][NH:2][C:3](=[O:4])[c:5]1[cH:6][cH:7][c:8]([C:9](=[O:10])[OH:11])[cH:13][cH:14]1. Starting materials: O (Water), BrCC(=O)OCC (Ethyl bromoacetate), BrC1=CC(=C(C(=C1)C)O)C (4-bromo-2,6-dimethylphenol), C(C)(=O)[O-].[K+] (potassium acetate). Solvent: C(C)(=O)OCC (ethyl acetate), CN(C=O)C (N,N-dimethylformamide). Reaction conditions: temperature 80 celsius, time 3 hour. Yields the product BrC1=CC(=C(OCC(=O)OCC)C(=C1)C)C (Ethyl (4-bromo-2,6-dimethylphenoxy)acetate). RXN SMILES: Br[CH2:2][C:3]([O:5][CH2:6][CH3:7])=[O:4].[Br:8][C:9]1[CH:14]=[C:13]([CH3:15])[C:12]([OH:16])=[C:11]([CH3:17])[CH:10]=1.C([O-])(=O)C.[K+].O>CN(C)C=O.C(OCC)(=O)C>[Br:8][C:9]1[CH:14]=[C:13]([CH3:15])[C:12]([O:16][CH2:2][C:3]([O:5][CH2:6][CH3:7])=[O:4])=[C:11]([CH3:17])[CH:10]=1 |f:2.3|. Procedure details: Ethyl bromoacetate (0.66 mL) was added to a mixture of 4-bromo-2,6-dimethylphenol (1.0 g) and potassium acetate (1.03 g) in N,N-dimethylformamide (10 mL), and stirred at 80° C. for 3 hrs. Water and ethyl acetate were added to the reaction mixture. The organic layer was separated, washed with water and brine, and dried over anhydrous magnesium sulfate. The solvent was evaporated under reduced pressure, and the residue was purified by silica gel column chromatography (elent:ethyl acetate/n-hexane=...